This data is from the Open Reaction Database (ORD), a public repository of structured organic reaction records. The task is: describe an organic reaction: reactants, conditions, products, and yield Starting materials: C(=O)C=P(C1=CC=CC=C1)(C1=CC=CC=C1)C1=CC=CC=C1 ((formylmethylene)triphenylphosphorane), N1=CC(=CC=C1)C=O (3-pyridinecarbaldehyde), C(=O)C=P(C1=CC=CC=C1)(C1=CC=CC=C1)C1=CC=CC=C1 ((formylmethylene)triphenylphosphorane). Solvent: C1=CC=CC=C1 (benzene). Conditions: temperature 80 celsius, time 3 hour. The product is N1=CC(=CC=C1)CCC=O (3-(Pyridin-3-yl)propan-1-one). RXN SMILES: [CH:1]([CH:3]=P(C1C=CC=CC=1)(C1C=CC=CC=1)C1C=CC=CC=1)=[O:2].[N:23]1[CH:28]=[CH:27][CH:26]=[C:25]([CH:29]=O)[CH:24]=1>C1C=CC=CC=1>[N:23]1[CH:28]=[CH:27][CH:26]=[C:25]([CH2:29][CH2:3][CH:1]=[O:2])[CH:24]=1. Procedure details: A mixture of 6.08 g (20 mmol) (formylmethylene)triphenylphosphorane (Fluka; Buchs/Switzerland) and 2.14 g (20 mmol) freshly distilled 3-pyridinecarbaldehyde in 200 ml benzene is stirred for 3 h at 80° C. After the addition of a further 0.30 g (formylmethylene)triphenylphosphorane, the mixture is stirred for another 3 h at 80° C. The cooled benzene solution is extracted with 250 ml, 100 ml and finally 50 ml 0.1 N HCl. The acidic H2O phases are finally extracted with 150 ml ether and the organic p... Reactants: BrC=1C(=NC(=NC1OC)N(C)C)CCCCCCCCCC (5-bromo-4-decyl-6-methoxy-N,N-dimethylpyrimidin-2-amine), COB(OC)OC (trimethoxy boron), [Li]CCCC (n-BuLi), Cl (HCl), C(CN)N (ethylenediamine), solution, OO (H2O2). The solvent is C1CCOC1 (THF), O (water), hexanes. Run at temperature -5 celsius, time 20 minute. Yields the product C(CCCCCCCCC)C1=NC(=NC(=C1O)OC)N(C)C (4-decyl-2-(dimethylamino)-6-methoxypyrimidin-5-ol). Reaction SMILES: Br[C:2]1[C:3]([CH2:13][CH2:14][CH2:15][CH2:16][CH2:17][CH2:18][CH2:19][CH2:20][CH2:21][CH3:22])=[N:4][C:5]([N:10]([CH3:12])[CH3:11])=[N:6][C:7]=1[O:8][CH3:9].C(N)CN.[Li]CCCC.C[O:33]B(OC)OC.OO.Cl>C1COCC1.O>[CH2:13]([C:3]1[C:2]([OH:33])=[C:7]([O:8][CH3:9])[N:6]=[C:5]([N:10]([CH3:12])[CH3:11])[N:4]=1)[CH2:14][CH2:15][CH2:16][CH2:17][CH2:18][CH2:19][CH2:20][CH2:21][CH3:22]. Procedure details: To a stirred solution at −5° C. containing 500 mg (1.34 mmol) of 5-bromo-4-decyl-6-methoxy-N,N-dimethylpyrimidin-2-amine in 10 mL of anhydrous THF were added 202 μL (1.34 mmol) of N,N,N,N-tretamethyl ethylenediamine followed by 2.09 mL (3.35 mmol) of 1.6 M solution of n-BuLi in hexanes. The reaction mixture was stirred at −5° C. for 20 min. Then to the mixture were added 440 μL (4.02 mmol) of trimethoxy boron and the reaction mixture was stirred at 23° C. for 1 h. Then to reaction mixture were a... The reactants are C(C)(C)(C)C=1C=C(CCOS(=O)(=O)C2=CC=C(C=C2)C)C=C(C1O)C(C)(C)C (p-toluenesulphonic acid (3,5-di-tert.-butyl-4-hydroxyphenethyl)ester), N1(CCNCC1)CCC1=CC=C(C=C1)CC(=O)OCC (ethyl 4-[2-(piperazin-1-yl)-ethyl]-phenylacetate), C([O-])([O-])=O.[K+].[K+] (potassium carbonate). Solvent: CC(CC)=O (butan-2-one). Product: C(C)(C)(C)C=1C=C(CCN2CCN(CC2)CCC2=CC=C(C=C2)CC(=O)OCC)C=C(C1O)C(C)(C)C (Ethyl 4-{2-[1-(3,5-di-tert.-butyl-4-hydroxyphenethyl)-piperazin-4-yl]-ethyl}-phenylacetate). As a reaction SMILES: [C:1]([C:5]1[CH:6]=[C:7]([CH:21]=[C:22]([C:25]([CH3:28])([CH3:27])[CH3:26])[C:23]=1[OH:24])[CH2:8][CH2:9]OS(C1C=CC(C)=CC=1)(=O)=O)([CH3:4])([CH3:3])[CH3:2].[N:29]1([CH2:35][CH2:36][C:37]2[CH:42]=[CH:41][C:40]([CH2:43][C:44]([O:46][CH2:47][CH3:48])=[O:45])=[CH:39][CH:38]=2)[CH2:34][CH2:33][NH:32][CH2:31][CH2:30]1.C(=O)([O-])[O-].[K+].[K+]>CC(=O)CC>[C:25]([C:22]1[CH:21]=[C:7]([CH:6]=[C:5]([C:1]([CH3:2])([CH3:4])[CH3:3])[C:23]=1[OH:24])[CH2:8][CH2:9][N:32]1[CH2:33][CH2:34][N:29]([CH2:35][CH2:36][C:37]2[CH:42]=[CH:41][C:40]([CH2:43][C:44]([O:46][CH2:47][CH3:48])=[O:45])=[CH:39][CH:38]=2)[CH2:30][CH2:31]1)([CH3:28])([CH3:26])[CH3:27] |f:2.3.4|. Procedure: A mixture of 13.9 g. (50.2 mmole) p-toluenesulphonic acid (3,5-di-tert.-butyl-4-hydroxyphenethyl)ester, 18.4 g. (45.6 mmole) ethyl 4-[2-(piperazin-1-yl)-ethyl]-phenylacetate, 6.3 g. potassium carbonate and 300 ml. butan-2-one is heated for 8 hours while stirring at reflux temperature. For protection against oxidation, the reaction is carried out under an atmosphere of nitrogen. After cooling, the inorganic precipitate is filtered off with suction, the filtrate is evaporated and the evaporation r... Starting materials: O=C([O-])[O-], CC(C)=O, [I-], [K+], [K+], [Na+], CS(=O)(=O)OCCOCc1nc2c(N(Cc3ccccc3)Cc3ccccc3)nc3ccccc3c2[nH]1. Yields the product c1ccc(CN(Cc2ccccc2)c2nc3ccccc3c3c2nc2n3CCOC2)cc1. As a reaction SMILES: [C:1](=[O:2])([O-:3])[O-:4].[CH3:46][C:47](=[O:48])[CH3:49].[I-:8].[K+:5].[K+:6].[Na+:7].[c:9]1([CH2:15][N:16]([c:17]2[n:18][c:19]3[cH:20][cH:21][cH:22][cH:23][c:24]3[c:25]3[c:26]2[n:27][c:28]([CH2:30][O:31][CH2:32][CH2:33][O:34][S:35]([CH3:36])(=[O:37])=[O:38])[nH:29]3)[CH2:39][c:40]2[cH:41][cH:42][cH:43][cH:44][cH:45]2)[cH:10][cH:11][cH:12][cH:13][cH:14]1>>[c:9]1([CH2:15][N:16]([c:17]2[n:18][c:19]3[cH:20][cH:21][cH:22][cH:23][c:24]3[c:25]3[c:26]2[n:27][c:28]2[n:29]3[CH2:33][CH2:32][O:31][CH2:30]2)[CH2:39][c:40]2[cH:41][cH:42][cH:43][cH:44][cH:45]2)[cH:10][cH:11][cH:12][cH:13][cH:14]1. The reactants are CO, NO, N#CCN(CCCNCc1ccc2c(c1)OCO2)c1nc(-n2ccnc2)ns1, O. Yields the product N=C(CN(CCCNCc1ccc2c(c1)OCO2)c1nc(-n2ccnc2)ns1)NO. Reaction SMILES: [CH3:32][OH:33].[NH2:1][OH:2].[O:3]1[CH2:4][O:5][c:6]2[c:7]1[cH:8][cH:9][c:10]([CH2:12][NH:13][CH2:14][CH2:15][CH2:16][N:17]([c:18]1[n:19][c:20](-[n:23]3[cH:24][n:25][cH:26][cH:27]3)[n:21][s:22]1)[CH2:28][C:29]#[N:30])[cH:11]2.[OH2:31]>>[NH:1]([OH:2])[C:29]([CH2:28][N:17]([CH2:16][CH2:15][CH2:14][NH:13][CH2:12][c:10]1[cH:9][cH:8][c:7]2[c:6]([cH:11]1)[O:5][CH2:4][O:3]2)[c:18]1[n:19][c:20](-[n:23]2[cH:24][n:25][cH:26][cH:27]2)[n:21][s:22]1)=[NH:30]. Starting materials: Cc1ccccc1, NCc1ccc(Cl)cc1, CCOC(=O)c1cnc2sccc2c1O. Product: O=C(NCc1ccc(Cl)cc1)c1cnc2sccc2c1O. RXN SMILES: [CH3:25][c:26]1[cH:27][cH:28][cH:29][cH:30][cH:31]1.[Cl:16][c:17]1[cH:18][cH:19][c:20]([CH2:21][NH2:22])[cH:23][cH:24]1.[OH:1][c:2]1[c:3]2[c:4]([n:5][cH:6][c:7]1[C:8]([O:10][CH2:9][CH3:11])=[O:12])[s:13][cH:14][cH:15]2>>[OH:1][c:2]1[c:3]2[c:4]([n:5][cH:6][c:7]1[C:8](=[O:10])[NH:22][CH2:21][c:20]1[cH:19][cH:18][c:17]([Cl:16])[cH:24][cH:23]1)[s:13][cH:14][cH:15]2. Reactants: C1COCCN1, CCCC(Cl)(CCC)c1cnc(-c2c(CC)cccc2CC)cc1OCC, O. Reaction SMILES: [CH2:28]1[CH2:29][O:30][CH2:31][CH2:32][NH:33]1.[Cl:1][C:2]([CH2:3][CH2:4][CH3:5])([CH2:6][CH2:7][CH3:8])[c:9]1[c:10]([O:25][CH2:26][CH3:27])[cH:11][c:12](-[c:15]2[c:16]([CH2:23][CH3:24])[cH:17][cH:18][cH:19][c:20]2[CH2:21][CH3:22])[n:13][cH:14]1.[OH2:34]>>[C:2]([CH2:3][CH2:4][CH3:5])([CH2:6][CH2:7][CH3:8])([c:9]1[c:10]([O:25][CH2:26][CH3:27])[cH:11][c:12](-[c:15]2[c:16]([CH2:23][CH3:24])[cH:17][cH:18][cH:19][c:20]2[CH2:21][CH3:22])[n:13][cH:14]1)[N:33]1[CH2:28][CH2:29][O:30][CH2:31][CH2:32]1. Yields the product CCCC(CCC)(c1cnc(-c2c(CC)cccc2CC)cc1OCC)N1CCOCC1.